From a dataset of the Open Reaction Database (ORD), a public repository of structured organic reaction records. describe an organic reaction: reactants, conditions, products, and yield Reactants: [Br-].C(CCCCCCCCCCC)[N+](CCO)(C)C (dodecyl dimethyl 2-hydroxyethyl ammonium bromide), C([O-])([O-])=O.[Na+].[Na+] (sodium carbonate), C(C)(=O)Cl (acetyl chloride). The solvent is CC(=O)C (acetone). Run at temperature 60 celsius. The product is [Br-].C(CCCCCCCCCCC)[N+](CCOC(C)=O)(C)C (dodecyl dimethyl acetyloxyethyl ammonium bromide). As a reaction SMILES: [Br-:1].[CH2:2]([N+:14]([CH3:19])([CH3:18])[CH2:15][CH2:16][OH:17])[CH2:3][CH2:4][CH2:5][CH2:6][CH2:7][CH2:8][CH2:9][CH2:10][CH2:11][CH2:12][CH3:13].C(=O)([O-])[O-].[Na+].[Na+].[C:26](Cl)(=[O:28])[CH3:27]>CC(C)=O>[Br-:1].[CH2:2]([N+:14]([CH3:19])([CH3:18])[CH2:15][CH2:16][O:17][C:26](=[O:28])[CH3:27])[CH2:3][CH2:4][CH2:5][CH2:6][CH2:7][CH2:8][CH2:9][CH2:10][CH2:11][CH2:12][CH3:13] |f:0.1,2.3.4,7.8|. Procedure: In a reaction vessel was placed 13.14 grams of dodecyl dimethyl 2-hydroxyethyl ammonium bromide, 21.22 grams of acetone solvent and 4.72 grams of sodium carbonate. While stirring under nitrogen, 3.27 grams of acetyl chloride was added dropwise. Gas evolution occurred. The mixture was then refluxed (approx. 60° C.) for 6 hours. The solvent was removed under vacuum. The residue was extracted with isopropanol to dissolve the quat and the solution was filtered hot to removed sodium chloride and sodi...